From a dataset of the Open Reaction Database (ORD), a public repository of structured organic reaction records. describe an organic reaction: reactants, conditions, products, and yield Starting materials: CNC, CO, O=[N+]([O-])c1ccc(OCC2CO2)cc1, CN(C)C=O. Product: CN(C)CC(O)COc1ccc([N+](=O)[O-])cc1. RXN SMILES: [CH3:15][NH:16][CH3:17].[CH3:18][OH:19].[N+:1](=[O:2])([O-:3])[c:4]1[cH:5][cH:6][c:7]([O:8][CH2:9][CH:10]2[CH2:11][O:12]2)[cH:13][cH:14]1.[O:20]=[CH:21][N:22]([CH3:23])[CH3:24]>>[N+:1](=[O:2])([O-:3])[c:4]1[cH:5][cH:6][c:7]([O:8][CH2:9][CH:10]([CH2:11][N:16]([CH3:15])[CH3:17])[OH:12])[cH:13][cH:14]1. Reactants: CCOC(=O)CCN=C=O, Cc1ccc(N)cc1C(=O)c1ccc(Nc2ccc(F)cc2F)cc1Cl, c1ccncc1. The product is CCOC(=O)CCNC(=O)Nc1ccc(C)c(C(=O)c2ccc(Nc3ccc(F)cc3F)cc2Cl)c1. As a reaction SMILES: [N:27](=[C:28]=[O:29])[CH2:30][CH2:31][C:32](=[O:33])[O:34][CH2:35][CH3:36].[NH2:1][c:2]1[cH:3][cH:4][c:5]([CH3:26])[c:6]([C:8](=[O:9])[c:10]2[c:11]([Cl:25])[cH:12][c:13]([NH:16][c:17]3[c:18]([F:24])[cH:19][c:20]([F:23])[cH:21][cH:22]3)[cH:14][cH:15]2)[cH:7]1.[cH:37]1[cH:38][cH:39][n:40][cH:41][cH:42]1>>[NH:1]([c:2]1[cH:3][cH:4][c:5]([CH3:26])[c:6]([C:8](=[O:9])[c:10]2[c:11]([Cl:25])[cH:12][c:13]([NH:16][c:17]3[c:18]([F:24])[cH:19][c:20]([F:23])[cH:21][cH:22]3)[cH:14][cH:15]2)[cH:7]1)[C:28]([NH:27][CH2:30][CH2:31][C:32](=[O:33])[O:34][CH2:35][CH3:36])=[O:29]. Starting materials: ClCCl, CC(C)(C)OC(=O)NCC=Cc1cnc(-c2cccc(Cn3nc(-c4cc(F)c(F)c(F)c4)ccc3=O)c2)nc1, O=C(O)C(F)(F)F. Yields the product NCC=Cc1cnc(-c2cccc(Cn3nc(-c4cc(F)c(F)c(F)c4)ccc3=O)c2)nc1. RXN SMILES: [Cl:48][CH2:49][Cl:50].[O:1]=[c:2]1[cH:3][cH:4][c:5](-[c:32]2[cH:33][c:34]([F:40])[c:35]([F:39])[c:36]([F:38])[cH:37]2)[n:6][n:7]1[CH2:8][c:9]1[cH:10][c:11](-[c:15]2[n:16][cH:17][c:18]([CH:21]=[CH:22][CH2:23][NH:24][C:25](=[O:26])[O:27][C:28]([CH3:29])([CH3:30])[CH3:31])[cH:19][n:20]2)[cH:12][cH:13][cH:14]1.[OH:41][C:42]([C:43]([F:44])([F:45])[F:46])=[O:47]>>[O:1]=[c:2]1[cH:3][cH:4][c:5](-[c:32]2[cH:33][c:34]([F:40])[c:35]([F:39])[c:36]([F:38])[cH:37]2)[n:6][n:7]1[CH2:8][c:9]1[cH:10][c:11](-[c:15]2[n:16][cH:17][c:18]([CH:21]=[CH:22][CH2:23][NH2:24])[cH:19][n:20]2)[cH:12][cH:13][cH:14]1. Yields the product Cc1[nH]c2ccccc2c1C(=O)C1C(C)(C)C1(C)C. The reactants are [Br-], CC[Mg+], CC1(C)C(C(=O)Cl)C1(C)C, Cc1cc2ccccc2[nH]1, [Cl-], [Cl-], ClCCl, [Zn+2]. RXN SMILES: [Br-:11].[CH2:12]([Mg+:13])[CH3:14].[CH3:15][C:16]1([CH3:24])[CH:17]([C:21](=[O:22])[Cl:23])[C:18]1([CH3:19])[CH3:20].[CH3:1][c:2]1[nH:3][c:4]2[cH:5][cH:6][cH:7][cH:8][c:9]2[cH:10]1.[Cl-:28].[Cl-:30].[Cl:25][CH2:26][Cl:27].[Zn+2:29]>>[CH3:1][c:2]1[nH:3][c:4]2[cH:5][cH:6][cH:7][cH:8][c:9]2[c:10]1[C:21]([CH:17]1[C:16]([CH3:15])([CH3:24])[C:18]1([CH3:19])[CH3:20])=[O:22]. The yield is 56.5%. Conditions: time 18 hour. Starting materials: N1(N=NC2=C1C=CC=C2)OC2=NC=C(C(=N2)NCC2CN(CC2)C(=O)OC(C)(C)C)C(N)=O (tert-butyl 3-((2-(1H-benzo[d][1,2,3]triazol-1-yloxy)-5-carbamoylpyrimidin-4-ylamino)methyl)pyrrolidine-1-carboxylate), NC=1C=C(NC(C)=O)C=CC1 (3′-amino-acetanilide), CC=1C=CC(=CC1)S(=O)(=O)O (pTsOH). The product is C(C)(=O)NC=1C=C(C=CC1)NC1=NC=C(C(=N1)NCC1CN(CC1)C(=O)OC(C)(C)C)C(N)=O (tert-butyl 3-((2-(3-acetamidophenylamino)-5-carbamoylpyrimidin-4-ylamino)methyl)pyrrolidine-1-carboxylate). Reaction SMILES: N1(O[C:11]2[N:16]=[C:15]([NH:17][CH2:18][CH:19]3[CH2:23][CH2:22][N:21]([C:24]([O:26][C:27]([CH3:30])([CH3:29])[CH3:28])=[O:25])[CH2:20]3)[C:14]([C:31](=[O:33])[NH2:32])=[CH:13][N:12]=2)C2C=CC=CC=2N=N1.[NH2:34][C:35]1[CH:36]=[C:37]([CH:42]=[CH:43][CH:44]=1)[NH:38][C:39](=[O:41])[CH3:40].CC1C=CC(S(O)(=O)=O)=CC=1>O1CCOCC1>[C:39]([NH:38][C:37]1[CH:36]=[C:35]([NH:34][C:11]2[N:16]=[C:15]([NH:17][CH2:18][CH:19]3[CH2:23][CH2:22][N:21]([C:24]([O:26][C:27]([CH3:28])([CH3:29])[CH3:30])=[O:25])[CH2:20]3)[C:14]([C:31](=[O:33])[NH2:32])=[CH:13][N:12]=2)[CH:44]=[CH:43][CH:42]=1)(=[O:41])[CH3:40]. Run in O1CCOCC1 (dioxane). Reported procedure: A mixture of tert-butyl 3-((2-(1H-benzo[d][1,2,3]triazol-1-yloxy)-5-carbamoylpyrimidin-4-ylamino)methyl)pyrrolidine-1-carboxylate (118 mg, 0.260 mmol), 3′-amino-acetanilide (47 mg, 0.31 mmol) and pTsOH (57 mg, 0.30 mmol) in dioxane (2 mL) was stirred at 100 C for 18 h, during which time white solids precipitated out, which were collected and purified by HPLC to give the titled compound (69 mg). MS 470.6 (M+H); UV 202.2, 248.6 nm. Run in C(C)OCC (diethylether), C1=CC=CC=C1 (benzene). Isolated yield 80.5%. Product: F[C@H]1C([C@]2(C)[C@@H](C1)[C@@H]1C([C@H](C3=CC(C[C@H]([C@]3(C)[C@H]1CC2)C)=O)C)=C)=O (16α-fluoro-1β,6β-dimethyl-7-methylenandrost-4-ene-3,17-dione). The reactants are [Mg] (magnesium), CI (methyl iodide), C1OC2CC34[C@H](C([C@H]5[C@@H]6C[C@]7(C([C@@]6(C)CC[C@@H]5[C@]3([C@@H](C2OC1)C)C)OCCO7)F)=C)O4 (3,17-bis(ethylenedioxy)-5,6α-epoxy-16α-fluoro-1β-methyl-7-methylenandrostane). Reported procedure: 3,17-bis(ethylenedioxy)-5,6α-epoxy-16α-fluoro-1β-methyl-7-methylenandrostane (431 mg) in benzene solution (40 ml), is added to a Grignard mixture prepared from magnesium (122 mg) and methyl iodide (710 mg) in diethylether (10 ml). Solvent is removed until the boiling point reaches ~78° C. Heating is then continued for a further 3 hrs. Ice and saturated ammonium chloride solution are added, the product extracted with ethyl acetate and the organic layer is evaporated in vacuo after having washed a... Reaction SMILES: C1CO[CH:20]2[CH:3]([CH2:4][C:5]34O[C@H:6]3[C:7](=[CH2:30])[C@@H:8]3[C@@H:17]([C@@:18]4([CH3:24])[C@@H:19]2[CH3:23])[CH2:16][CH2:15][C@@:13]2([CH3:14])[C@H:9]3[CH2:10][C@:11]3([F:29])OCC[O:25][CH:12]32)[O:2]1.[Mg].[CH3:33]I>C1C=CC=CC=1.C(OCC)C>[F:29][C@@H:11]1[CH2:10][C@H:9]2[C@H:8]3[C@H:17]([CH2:16][CH2:15][C@:13]2([CH3:14])[C:12]1=[O:25])[C@:18]1([CH3:24])[C:5](=[CH:4][C:3](=[O:2])[CH2:20][C@H:19]1[CH3:23])[C@H:6]([CH3:33])[C:7]3=[CH2:30]. Reaction conditions: time 3 hour.